This data is from the Open Reaction Database (ORD), a public repository of structured organic reaction records. The task is: describe an organic reaction: reactants, conditions, products, and yield Reactants: BrC1=CC(=C(C=C1)F)[N+](=O)[O-] (4-Bromo-1-fluoro-2-nitro-benzene), C([O-])([O-])=O.[Na+].[Na+] (sodium carbonate), C1(=CC=CC=C1)C (toluene), COC=1C=C(C=CC1)B(O)O (3-methoxyphenylboronic acid), aqueous solution. Reagents/catalysts: C=1C=CC(=CC1)[P](C=2C=CC=CC2)(C=3C=CC=CC3)[Pd]([P](C=4C=CC=CC4)(C=5C=CC=CC5)C=6C=CC=CC6)([P](C=7C=CC=CC7)(C=8C=CC=CC8)C=9C=CC=CC9)[P](C=1C=CC=CC1)(C=1C=CC=CC1)C=1C=CC=CC1 (tetrakis(triphenylphosphine)palladium(0)). Run in C(C)O (ethanol). The product is FC1=C(C=C(C=C1)C1=CC(=CC=C1)OC)[N+](=O)[O-] (4-fluoro-3′-methoxy-3-nitro-biphenyl). Reaction SMILES: Br[C:2]1[CH:7]=[CH:6][C:5]([F:8])=[C:4]([N+:9]([O-:11])=[O:10])[CH:3]=1.[CH3:12][O:13][C:14]1[CH:15]=[C:16](B(O)O)[CH:17]=[CH:18][CH:19]=1.C(=O)([O-])[O-].[Na+].[Na+].C1(C)C=CC=CC=1>C1C=CC([P]([Pd]([P](C2C=CC=CC=2)(C2C=CC=CC=2)C2C=CC=CC=2)([P](C2C=CC=CC=2)(C2C=CC=CC=2)C2C=CC=CC=2)[P](C2C=CC=CC=2)(C2C=CC=CC=2)C2C=CC=CC=2)(C2C=CC=CC=2)C2C=CC=CC=2)=CC=1.C(O)C>[F:8][C:5]1[CH:6]=[CH:7][C:2]([C:18]2[CH:17]=[CH:16][CH:15]=[C:14]([O:13][CH3:12])[CH:19]=2)=[CH:3][C:4]=1[N+:9]([O-:11])=[O:10] |f:2.3.4,^1:39,41,60,79|. Reported procedure: 4-Bromo-1-fluoro-2-nitro-benzene (5 gms.), 3.85 gms. 3-methoxyphenylboronic acid and 22 mL of a 2M aqueous solution of sodium carbonate are suspended in 100 mL of a 1:1 (v:v) mix of toluene and ethanol. The resulting suspension is then treated with 0.8 gms. tetrakis(triphenylphosphine)palladium(0) at room temperature. The reaction mixture is then heated at reflux for 12 h. The reaction mixture is subsequently concentrated in vacuo, and the resulting residue is taken up in ethyl acetate (200 mL).... RXN SMILES: [CH3:10][CH:11]([CH3:12])[NH2:13].[CH3:14][OH:15].[nH:1]1[n:2][c:3]([C:6]([O:8][CH3:7])=[O:9])[n:4][cH:5]1>>[nH:1]1[n:2][c:3]([C:6](=[O:8])[NH:13][CH:11]([CH3:10])[CH3:12])[n:4][cH:5]1. Starting materials: CC(C)N, CO, COC(=O)c1nc[nH]n1. The product is CC(C)NC(=O)c1nc[nH]n1. The reactants are ClC1=NC2=CC=C(C=C2C=C1C(=O)O)Cl (2,6-dichloroquinoline-3-carboxylic acid), C(C)OC(=O)C=1C(=NC2=CC=CC=C2C1)OC1=CC=C(C=C1)CC(C(=O)O)N (2-[4-(2-amino-2-carboxy-ethyl)-phenoxy]-quinoline-3-carboxylic acid ethyl ester), [OH-].[Na+] (NaOH). Solvent: CS(=O)C (DMSO). Yields the product C(=O)(O)C(CC1=CC=C(C=C1)OC1=NC2=CC=CC=C2C=C1C(=O)O)NC1=NC2=CC=C(C=C2C=C1C(=O)O)Cl (2-{1-Carboxy-2-[4-(3-carboxy-quinolin-2-yloxy)-phenyl]-ethylamino}-6-chloro-quinoline-3-carboxylic acid). Reaction SMILES: Cl[C:2]1[C:11]([C:12]([OH:14])=[O:13])=[CH:10][C:9]2[C:4](=[CH:5][CH:6]=[C:7]([Cl:15])[CH:8]=2)[N:3]=1.C([O:18][C:19]([C:21]1[C:22]([O:31][C:32]2[CH:37]=[CH:36][C:35]([CH2:38][CH:39]([NH2:43])[C:40]([OH:42])=[O:41])=[CH:34][CH:33]=2)=[N:23][C:24]2[C:29]([CH:30]=1)=[CH:28][CH:27]=[CH:26][CH:25]=2)=[O:20])C.[OH-].[Na+]>CS(C)=O>[C:40]([CH:39]([NH:43][C:2]1[C:11]([C:12]([OH:14])=[O:13])=[CH:10][C:9]2[C:4](=[CH:5][CH:6]=[C:7]([Cl:15])[CH:8]=2)[N:3]=1)[CH2:38][C:35]1[CH:36]=[CH:37][C:32]([O:31][C:22]2[C:21]([C:19]([OH:20])=[O:18])=[CH:30][C:29]3[C:24](=[CH:25][CH:26]=[CH:27][CH:28]=3)[N:23]=2)=[CH:33][CH:34]=1)([OH:42])=[O:41] |f:2.3|. Procedure details: In close analogy to the procedure described in Example 32, 2,6-dichloroquinoline-3-carboxylic acid is reacted with 2-[4-(2-amino-2-carboxy-ethyl)-phenoxy]-quinoline-3-carboxylic acid ethyl ester in DMSO to provide, after hydrolysis with aqueous NaOH, the title compound in good yield.